Dataset: the Open Reaction Database (ORD), a public repository of structured organic reaction records. Task: describe an organic reaction: reactants, conditions, products, and yield Starting materials: O (Water), C(C)(C)OC(C1=CC(=CC=C1)C#C[Si](C)(C)C)=O (3-trimethylsilanylethynyl-benzoic acid isopropyl ester), C(C)(C)OC(C1=CC(=CC=C1)C#C[Si](C)(C)C)=O (3-trimethylsilanylethynyl-benzoic acid isopropyl ester), solution, [F-].C(CCC)[N+](CCCC)(CCCC)CCCC (tetra-n-butyl ammonium fluoride). Solvent: O1CCCC1 (tetrahydrofuran), O1CCCC1 (tetrahydrofuran). Conditions: time 5 minute. Product: C(C)(C)OC(C1=CC(=CC=C1)C#C)=O (3-Ethynyl-benzoic acid isopropyl ester). Yield: 76.2%. As a reaction SMILES: [CH:1]([O:4][C:5](=[O:18])[C:6]1[CH:11]=[CH:10][CH:9]=[C:8]([C:12]#[C:13][Si](C)(C)C)[CH:7]=1)([CH3:3])[CH3:2].[F-].C([N+](CCCC)(CCCC)CCCC)CCC.O>O1CCCC1>[CH:1]([O:4][C:5](=[O:18])[C:6]1[CH:11]=[CH:10][CH:9]=[C:8]([C:12]#[CH:13])[CH:7]=1)([CH3:3])[CH3:2] |f:1.2|. Procedure: A solution of 3-trimethylsilanylethynyl-benzoic acid isopropyl ester (Intermediate 136, 0.6 g, 2.3 mmol) in anhydrous tetrahydrofuran (3 mL) was treated with a 1M solution of tetra-n-butyl ammonium fluoride in tetrahydrofuran (4.6 mL, 4.6 mmol) and the resulting reaction mixture was stirred in an ice bath for 5 min. Water was added and the reaction mixture was extracted with ethyl acetate. The organic phase was washed with water and brine, dried over anhydrous sodium sulfate, filtered and evapor... Starting materials: COC1=CC=C(C=C1)C1=COC2=C1C=CC=C2 (3-p-methoxyphenylbenzofuran), ClC1=CC=C(C(=O)Cl)C=C1 (p-chlorobenzoyl chloride). Yields the product ClC1=CC=C(C(=O)C=2OC3=C(C2C2=CC=C(C=C2)OC)C=CC=C3)C=C1 (2-p-chlorobenzoyl-3-p-methoxyphenylbenzofuran). RXN SMILES: [CH3:1][O:2][C:3]1[CH:8]=[CH:7][C:6]([C:9]2[C:13]3[CH:14]=[CH:15][CH:16]=[CH:17][C:12]=3[O:11][CH:10]=2)=[CH:5][CH:4]=1.[Cl:18][C:19]1[CH:27]=[CH:26][C:22]([C:23](Cl)=[O:24])=[CH:21][CH:20]=1>>[Cl:18][C:19]1[CH:27]=[CH:26][C:22]([C:23]([C:10]2[O:11][C:12]3[CH:17]=[CH:16][CH:15]=[CH:14][C:13]=3[C:9]=2[C:6]2[CH:7]=[CH:8][C:3]([O:2][CH3:1])=[CH:4][CH:5]=2)=[O:24])=[CH:21][CH:20]=1. Procedure details: When 3-p-methoxyphenylbenzofuran was acylated with p-chlorobenzoyl chloride as described in the procedure of Example 1, 2-p-chlorobenzoyl-3-p-methoxyphenylbenzofuran was obtained.